This data is from the Open Reaction Database (ORD), a public repository of structured organic reaction records. The task is: describe an organic reaction: reactants, conditions, products, and yield Starting materials: BrC(C(CC(=O)O)(F)Cl)(F)F (4-bromo-3-chloro-3,4,4-trifiuorobutanoic acid). The reagents and catalysts are [Zn] (zinc). Product: FC(CC(=O)O)=C(F)F (3,4,4-trifiuoro-3-butenoic acid). Reaction SMILES: Br[C:2]([F:11])([F:10])[C:3](Cl)([F:8])[CH2:4][C:5]([OH:7])=[O:6]>[Zn]>[F:8][C:3](=[C:2]([F:11])[F:10])[CH2:4][C:5]([OH:7])=[O:6]. Procedure: Dehalogenation of 4-bromo-3-chloro-3,4,4-trifluorobutanoic acid (VIII) with zinc using conditions analogous to those disclosed in the literature to obtain the desired 3,4,4-trifluoro-3-butenoic acid (IV); or Reactants: O=C(Cl)Oc1ccccc1, CN(C)c1ccncc1, COc1cc(OC)nc(N)n1, C1CCOC1. The product is COc1cc(OC)nc(NC(=O)Oc2ccccc2)n1. As a reaction SMILES: [C:12]([O:13][c:14]1[cH:15][cH:16][cH:17][cH:18][cH:19]1)(=[O:20])[Cl:21].[CH3:27][N:28]([CH3:29])[c:30]1[cH:31][cH:32][n:33][cH:34][cH:35]1.[NH2:1][c:2]1[n:3][c:4]([O:10][CH3:11])[cH:5][c:6]([O:8][CH3:9])[n:7]1.[O:22]1[CH2:23][CH2:24][CH2:25][CH2:26]1>>[NH:1]([c:2]1[n:3][c:4]([O:10][CH3:11])[cH:5][c:6]([O:8][CH3:9])[n:7]1)[C:12]([O:13][c:14]1[cH:15][cH:16][cH:17][cH:18][cH:19]1)=[O:20]. The reactants are OCCN(C(OC(C)(C)C)=O)C (tert-butyl 2-hydroxyethyl(methyl)carbamate), C(OC(C)C)(=O)Cl (isopropyl chlorocarbonate), C(OC(C)C)(=O)Cl (isopropyl chlorocarbonate), N1=CC=CC=C1 (pyridine). The solvent is C(C)(=O)OCC (Ethyl acetate), C(C)(=O)OCC (ethyl acetate). The product is Cl.C(OC(C)C)(OCCNC)=O (Isopropyl 2-(methylamino)ethyl Carbonate Hydrochloride). Isolated yield 63.4%. RXN SMILES: [OH:1][CH2:2][CH2:3][N:4](C)[C:5](=O)OC(C)(C)C.[C:13]([Cl:19])(=[O:18])[O:14][CH:15]([CH3:17])[CH3:16].N1C=CC=CC=1>C(OCC)(=O)C>[ClH:19].[C:13](=[O:18])([O:1][CH2:2][CH2:3][NH:4][CH3:5])[O:14][CH:15]([CH3:17])[CH3:16] |f:4.5|. Procedure: To a mixture of tert-butyl 2-hydroxyethyl(methyl)carbamate (3.50 g) obtained in Reference Example 1 and ethyl acetate (20 mL) were added isopropyl chlorocarbonate (1.35 g) and pyridine (1.94 mL) under ice-cooling. After stirring under ice-cooling for 3.5 hrs., isopropyl chlorocarbonate (1.84 g) was added, and the mixture was stirred at room temperature for 2.5 hrs. Ethyl acetate (120 mL) was added to the reaction mixture, and the mixture was washed with water (50 mL) and saturated brine (50 mL),... Starting materials: CCCBr (n-propyl bromide), C(CC)P(CCC)CCC (tripropylphosphine). Run in C(C)#N (acetonitrile). Product: [Br-].C(CC)[P+](CCC)(CCC)CCC (tetra (n-propyl)phosphonium bromide), crystals. The yield is 96.0%. Reaction SMILES: [CH3:1][CH2:2][CH2:3][Br:4].[CH2:5]([P:8]([CH2:12][CH2:13][CH3:14])[CH2:9][CH2:10][CH3:11])[CH2:6][CH3:7]>C(#N)C>[Br-:4].[CH2:3]([P+:8]([CH2:12][CH2:13][CH3:14])([CH2:9][CH2:10][CH3:11])[CH2:5][CH2:6][CH3:7])[CH2:2][CH3:1] |f:3.4|. Procedure details: In a 250 mL round bottom flask, n-propyl bromide (21.1 g, 171.5 mmol) (available from Sigma-Aldrich Canada) was dissolved in anhydrous acetonitrile (100 mL) under Ar-atmosphere, and tripropylphosphine (25 g, 156.0 mmol) (available from Sigma-Aldrich Canada) was added. The reaction mixture was heated at gentle reflux for 35 hrs. After cooling to room temperature, the solvent was removed under reduced pressure. The solid residue was suspended in toluene (50 mL) and the solvent was removed under re... Reactants: C(C1=CC=CC=C1)OC=1C=C(C=CC1OC)C=CC1=CC(=C(C=C1)OC)OCC1=CC=CC=C1 (3,3'-dibenzyloxy-4,4'-dimethoxystilbene), C(O)([O-])=O.[Na+] (sodium hydrogen carbonate), Cl[O-].[Na+] (sodium hypochlorite). Reagents/catalysts: [Cl-].C(C1=CC=CC=C1)[N+](CCCC)(CCCC)CCCC (benzyltributylammonium chloride), [Ni] (nickel). Solvent: ClCCl (dichloromethane). The product is C(C1=CC=CC=C1)OC=1C=C(C=CC1OC)[C@H]1[C@H](C2=CC(=C(C=C2)OC)OCC2=CC=CC=C2)O1 (rel-(S,S)-3,3'-Dibenzyloxy-4,4'-dimethoxy-stilbene oxide). Reaction SMILES: [CH2:1]([O:8][C:9]1[CH:10]=[C:11]([CH:17]=[CH:18][C:19]2[CH:24]=[CH:23][C:22]([O:25][CH3:26])=[C:21]([O:27][CH2:28][C:29]3[CH:34]=[CH:33][CH:32]=[CH:31][CH:30]=3)[CH:20]=2)[CH:12]=[CH:13][C:14]=1[O:15][CH3:16])[C:2]1[CH:7]=[CH:6][CH:5]=[CH:4][CH:3]=1.C(=O)([O-])[OH:36].[Na+].Cl[O-].[Na+]>[Cl-].C([N+](CCCC)(CCCC)CCCC)C1C=CC=CC=1.[Ni].ClCCl>[CH2:1]([O:8][C:9]1[CH:10]=[C:11]([C@@H:17]2[O:36][C@H:18]2[C:19]2[CH:24]=[CH:23][C:22]([O:25][CH3:26])=[C:21]([O:27][CH2:28][C:29]3[CH:30]=[CH:31][CH:32]=[CH:33][CH:34]=3)[CH:20]=2)[CH:12]=[CH:13][C:14]=1[O:15][CH3:16])[C:2]1[CH:7]=[CH:6][CH:5]=[CH:4][CH:3]=1 |f:1.2,3.4,5.6|. Procedure details: Mixture: 66.7 g 150 mmol) of 3,3'-dibenzyloxy-4,4'-dimethoxystilbene, 1500 ml of dichloromethane, 1500 ml of sodium hydrogen carbonate solution, 667 mg (1.5 mmol) of nickel-salene, 1.334 g (4.3 mmol) of benzyltributylammonium chloride, 250 ml of sodium hypochlorite solution (13% active chlorine).